This data is from the Open Reaction Database (ORD), a public repository of structured organic reaction records. The task is: describe an organic reaction: reactants, conditions, products, and yield Reactants: O (water), C(C1=CC=CC=C1)=O (benzaldehyde), OC(CCN)(COC1=CC=C(C=C1)Cl)C1=CC=CC=C1 (3-hydroxy-3-phenyl-4-(4-chlorophenoxy)-butylamine), O (water), ( b ). Solvent: C1(=CC=CC=C1)C (toluene). Product: C(C1=CC=CC=C1)NCCC(COC1=CC=C(C=C1)Cl)(C1=CC=CC=C1)O (N-benzyl-3-hydroxy-3-phenyl-4-(4-chlorophenoxy)-butylamine). Isolated yield 67.9%. As a reaction SMILES: [CH:1](=O)[C:2]1[CH:7]=[CH:6][CH:5]=[CH:4][CH:3]=1.[OH:9][C:10]([C:23]1[CH:28]=[CH:27][CH:26]=[CH:25][CH:24]=1)([CH2:14][O:15][C:16]1[CH:21]=[CH:20][C:19]([Cl:22])=[CH:18][CH:17]=1)[CH2:11][CH2:12][NH2:13].O>C1(C)C=CC=CC=1>[CH2:1]([NH:13][CH2:12][CH2:11][C:10]([OH:9])([C:23]1[CH:28]=[CH:27][CH:26]=[CH:25][CH:24]=1)[CH2:14][O:15][C:16]1[CH:21]=[CH:20][C:19]([Cl:22])=[CH:18][CH:17]=1)[C:2]1[CH:7]=[CH:6][CH:5]=[CH:4][CH:3]=1. Procedure: 34 g of benzaldehyde were added to a solution of 35 g (0.32 mole) of the 3-hydroxy-3-phenyl-4-(4-chlorophenoxy)-butylamine obtained as described in (b), in 700 ml of toluene, and the mixture was boiled in a water separator until the water had been removed. The solution was evaporated down, the residue was dissolved in 500 ml of methanol, and 25 g of sodium borohydride were added a little at a time. The reaction mixture was evaporated down, 2N sodium hydroxide solution was added to the residue an... The reactants are ClC(=O)OCCCl (β-chloroethyl chloroformate), C(C1CCCO1)OC1=C(C=C(C=C1)N)[N+](=O)[O-] (4-amino-2-nitrophenyl tetrahydrofurfuryl ether), C([O-])([O-])=O.[Ca+2] (calcium carbonate). Solvent: COCCOC (1,2-dimethoxyethane). Run at temperature 80 celsius, time 1 hour. Yields the product C(C1CCCO1)OC1=C(C=C(C=C1)NC(=O)OCCCl)[N+](=O)[O-] (4-(β-chloroethoxycarbonyl)amino-2-nitrophenyl tetrahydrofurfuryl ether). Reaction SMILES: Cl[C:2]([O:4][CH2:5][CH2:6][Cl:7])=[O:3].[CH2:8]([O:14][C:15]1[CH:20]=[CH:19][C:18]([NH2:21])=[CH:17][C:16]=1[N+:22]([O-:24])=[O:23])[CH:9]1[O:13][CH2:12][CH2:11][CH2:10]1.C(=O)([O-])[O-].[Ca+2]>COCCOC>[CH2:8]([O:14][C:15]1[CH:20]=[CH:19][C:18]([NH:21][C:2]([O:4][CH2:5][CH2:6][Cl:7])=[O:3])=[CH:17][C:16]=1[N+:22]([O-:24])=[O:23])[CH:9]1[O:13][CH2:12][CH2:11][CH2:10]1 |f:2.3|. Procedure: 36 g of β-chloroethyl chloroformate are added dropwise to 59.5 g of 4-amino-2-nitrophenyl tetrahydrofurfuryl ether of the formula V (obtainable according to A.1. or A.2.) and 14 g of calcium carbonate in 200 ml of 1,2-dimethoxyethane at 70° C. The mixture is then stirred at 80° C. for 1 hour, the inorganic salts are removed at elevated temperature, and the filtrate is evaporated to dryness. The remaining oil completely crystallizes after a short time; the crystals are triturated with 50 ml of et... Starting materials: OO (hydrogen peroxide), C[S+](C)C (trimethylsulfonium), [I-].C[S+](C)C (trimethylsulfonium iodide), P(=O)(O)(O)CNCC(=O)O (N-phosphonomethylglycine), C(=O)=O (carbon dioxide), ( i ). Yields the product [OH-].C[S+](C)C (trimethylsulfonium hydroxide), [I+2] (iodine (ii)), resultant solution, C(=O)=O (carbon dioxide). As a reaction SMILES: [CH3:1][S+:2]([CH3:4])[CH3:3].P(CNC[C:12]([OH:14])=[O:13])(O)(O)=[O:6].[I-:15].C[S+](C)C.OO.C(=O)=O>>[OH-:6].[CH3:1][S+:2]([CH3:4])[CH3:3].[I+2:15].[C:12](=[O:14])=[O:13] |f:2.3,6.7|. Procedure details: A process for the manufacture of the trimethylsulfonium salt of N-phosphonomethylglycine which comprises (i) reacting trimethylsulfonium iodide, hydrogen peroxide and carbon dioxide to form trimethylsulfonium hydroxide and free iodine (ii) reacting the resultant solution with gaseous carbon dioxide to form trimethylsulfonium carbonate or bicarbonate or a mixture thereof (iii) optionally obtaining the trimethylsulfonium bicarbonate or carbonate or the mixture thereof as a transportable solid or a... The reactants are Nc1ccccc1, O, O=C(O)CCl. Yields the product O=C(O)CNc1ccccc1. RXN SMILES: [NH2:6][c:7]1[cH:8][cH:9][cH:10][cH:11][cH:12]1.[OH2:13].[OH:1][C:2](=[O:3])[CH2:4][Cl:5]>>[OH:1][C:2](=[O:3])[CH2:4][NH:6][c:7]1[cH:8][cH:9][cH:10][cH:11][cH:12]1. The yield is 81.5%. Procedure details: Copper(II) oxide (4.01 g) and cesium carbonate (19.7 g) were added in that order to an N-methylpyrrolidinone (100 mL) solution of 4-fluorobenzenethiol (3.10 g) and 3-iodobenzoic acid (5.00 g), and stirred overnight at 160° C. After left cooled, the solid in the reaction solution was removed through filtration. 1 M hydrochloric acid was added to the filtrate, extracted three times with ethyl acetate and dried with sodium sulfate. The drying agent was removed through filtration, and the solvent wa... As a reaction SMILES: C(=O)([O-])[O-].[Cs+].[Cs+].[F:7][C:8]1[CH:13]=[CH:12][C:11]([SH:14])=[CH:10][CH:9]=1.I[C:16]1[CH:17]=[C:18]([CH:22]=[CH:23][CH:24]=1)[C:19]([OH:21])=[O:20]>[Cu]=O.CN1CCCC1=O>[F:7][C:8]1[CH:13]=[CH:12][C:11]([S:14][C:16]2[CH:17]=[C:18]([CH:22]=[CH:23][CH:24]=2)[C:19]([OH:21])=[O:20])=[CH:10][CH:9]=1 |f:0.1.2|. The reactants are C([O-])([O-])=O.[Cs+].[Cs+] (cesium carbonate), FC1=CC=C(C=C1)S (4-fluorobenzenethiol), IC=1C=C(C(=O)O)C=CC1 (3-iodobenzoic acid). The solvent is CN1C(CCC1)=O (N-methylpyrrolidinone). Product: FC1=CC=C(C=C1)SC=1C=C(C(=O)O)C=CC1 (3-[(4-fluorophenyl)thio]benzoic acid). Conditions: temperature 160 celsius, time 8 hour. The reagents and catalysts are [Cu]=O (Copper(II) oxide). Reactants: C1CCOC1, C#CC(C)(C)O, [Li]CCCC, O=Cc1ccc([N+](=O)[O-])cc1. Yields the product CC(C)(O)C#CC(O)c1ccc([N+](=O)[O-])cc1. As a reaction SMILES: [CH2:23]1[O:24][CH2:25][CH2:26][CH2:27]1.[CH3:1][C:2]([CH3:3])([C:4]#[CH:5])[OH:6].[CH3:7][CH2:8][CH2:9][CH2:10][Li:11].[N+:12](=[O:13])([O-:14])[c:15]1[cH:16][cH:17][c:18]([CH:19]=[O:20])[cH:21][cH:22]1>>[CH3:1][C:2]([CH3:3])([C:4]#[C:5][CH:19]([c:18]1[cH:17][cH:16][c:15]([N+:12](=[O:13])[O-:14])[cH:22][cH:21]1)[OH:20])[OH:6]. Starting materials: CC(C)(C)OC(=O)CBr, Cc1ccc(NC(=O)OCc2ccccc2)c(=O)[nH]1, CCC(C)=O, [K+], [K+], O=C([O-])[O-]. Product: Cc1ccc(NC(=O)OCc2ccccc2)c(=O)n1CC(=O)OC(C)(C)C. As a reaction SMILES: [Br:26][CH2:27][C:28](=[O:29])[O:30][C:31]([CH3:32])([CH3:33])[CH3:34].[CH3:1][c:2]1[cH:3][cH:4][c:5]([NH:9][C:10]([O:11][CH2:12][c:13]2[cH:14][cH:15][cH:16][cH:17][cH:18]2)=[O:19])[c:6](=[O:8])[nH:7]1.[CH3:35][C:36](=[O:37])[CH2:38][CH3:39].[K+:20].[K+:21].[O-:22][C:23]([O-:24])=[O:25]>>[CH3:1][c:2]1[cH:3][cH:4][c:5]([NH:9][C:10]([O:11][CH2:12][c:13]2[cH:14][cH:15][cH:16][cH:17][cH:18]2)=[O:19])[c:6](=[O:8])[n:7]1[CH2:27][C:28](=[O:29])[O:30][C:31]([CH3:32])([CH3:33])[CH3:34]. Reactants: COC(CCC1NC(CC1C1=CC=C(C=C1)C)=O)=O (3-(4-methylphenyl)-5-oxo-2-pyrrolidinepropanoic acid methyl ester), COC(CC(C1NC(CC1)=O)C1=CC=C(C=C1)C)=O (β-(4methylphenyl)-5-oxo-2-pyrrolidinepropanoic acid methyl ester), Cl (hydrochloric acid). Solvent: [OH-].[Na+] (sodium hydroxide). The product is CC1=CC=C(C=C1)C(CC(=O)O)C1NC(CC1)=O (β-(4-methylphenyl)-5-oxo-2-pyrrolidinepropanoic acid), CC1=CC=C(C=C1)C1C(NC(C1)=O)CCC(=O)O (3-(4-methylphenyl)-5-oxo-2-pyrrolidinepropanoic acid). As a reaction SMILES: C[O:2][C:3](=[O:19])[CH2:4][CH2:5][CH:6]1[CH:10]([C:11]2[CH:16]=[CH:15][C:14]([CH3:17])=[CH:13][CH:12]=2)[CH2:9][C:8](=[O:18])[NH:7]1.C[O:21][C:22](=[O:38])[CH2:23][CH:24]([C:31]1[CH:36]=[CH:35][C:34]([CH3:37])=[CH:33][CH:32]=1)[CH:25]1[CH2:29][CH2:28][C:27](=[O:30])[NH:26]1.Cl>[OH-].[Na+]>[CH3:37][C:34]1[CH:35]=[CH:36][C:31]([CH:24]([CH:25]2[CH2:29][CH2:28][C:27](=[O:30])[NH:26]2)[CH2:23][C:22]([OH:38])=[O:21])=[CH:32][CH:33]=1.[CH3:17][C:14]1[CH:15]=[CH:16][C:11]([CH:10]2[CH2:9][C:8](=[O:18])[NH:7][CH:6]2[CH2:5][CH2:4][C:3]([OH:19])=[O:2])=[CH:12][CH:13]=1 |f:3.4|. Procedure: A solution of 93.4 g of 3-(4-methylphenyl)-5-oxo-2-pyrrolidinepropanoic acid methyl ester and β-(4methylphenyl)-5-oxo-2-pyrrolidinepropanoic acid methyl ester in 370 ml of 1 N aqueous sodium hydroxide solution is heated to 60° C. for four hours. Excess aqueous hydrochloric acid (1 N, 380 ml) is added and the solution is concentrated under reduced pressure to give β-(4-methylphenyl)-5-oxo-2-pyrrolidinepropanoic acid and 3-(4-methylphenyl)-5-oxo-2-pyrrolidinepropanoic acid.